Dataset: the Open Reaction Database (ORD), a public repository of structured organic reaction records. Task: describe an organic reaction: reactants, conditions, products, and yield Reactants: C(C1=CC=CC=C1)O[C@H]1[C@]2(O[C@@H]([C@H]([C@@H]1OCC1=CC=CC=C1)OCC1=CC=CC=C1)COCC1=CC=CC=C1)CC(OC1=CC(=C(C=C12)CC1=CC=C(C=C1)CC)Cl)CO (((2′S,3′R,4′S,5′R,6′R)-3′,4′,5′-tris(benzyloxy)-6′-(benzyloxymethyl)-7-chloro-6-(4-ethylbenzyl)-3′,4′,5′,6′-tetrahydrospiro[chroman-4,2′-pyran]-2-yl)methanol), [H][H] (hydrogen), ClC1=C(C=CC=C1)Cl (1,2-dichlorobenzene). The reagents and catalysts are [OH-].[OH-].[Pd+2] (Pd(OH)2/C). The solvent is CO (MeOH), C1CCOC1 (THF). The product is ClC1=C(C=C2C(=C1)OC(C[C@]21O[C@@H]([C@H]([C@@H]([C@H]1O)O)O)CO)CO)CC1=CC=C(C=C1)CC ((2′S,3′R,4′S,5′S,6′R)-7-chloro-6-(4-ethylbenzyl)-2,6′-bis(hydroxymethyl)-3′,4′,5′,6′-tetrahydrospiro[chroman-4,2′-pyran]-3′,4′,5′-triol). Isolated yield 63.5%. As a reaction SMILES: C([O:8][C@@H:9]1[C@@H:14]([O:15]CC2C=CC=CC=2)[C@H:13]([O:23]CC2C=CC=CC=2)[C@@H:12]([CH2:31][O:32]CC2C=CC=CC=2)[O:11][C@:10]21[C:48]1[C:43](=[CH:44][C:45]([Cl:58])=[C:46]([CH2:49][C:50]3[CH:55]=[CH:54][C:53]([CH2:56][CH3:57])=[CH:52][CH:51]=3)[CH:47]=1)[O:42][CH:41]([CH2:59][OH:60])[CH2:40]2)C1C=CC=CC=1.ClC1C=CC=CC=1Cl.[H][H]>CO.C1COCC1.[OH-].[OH-].[Pd+2]>[Cl:58][C:45]1[CH:44]=[C:43]2[O:42][CH:41]([CH2:59][OH:60])[CH2:40][C@@:10]3([C@H:9]([OH:8])[C@@H:14]([OH:15])[C@H:13]([OH:23])[C@@H:12]([CH2:31][OH:32])[O:11]3)[C:48]2=[CH:47][C:46]=1[CH2:49][C:50]1[CH:51]=[CH:52][C:53]([CH2:56][CH3:57])=[CH:54][CH:55]=1 |f:5.6.7|. Reported procedure: To a solution of 39 (17 mg, 21 umol) in a mixture of MeOH (1.5 mL) and THF (0.5 mL) were added Pd(OH)2/C (15 mg) and 1,2-dichlorobenzene (30 μL). A balloon of hydrogen gas was attached for 0.5 h with vigorous stirring. LC/MS indicated that de-protection was complete. The reaction mixture was filtered through Celite, concentrated to a residue, and purified by preparatory TLC (5% MeOH in DCM) to give 40 (6.2 mg, 64%).1H NMR (300 MHz, CD3OD) δ 7.37 (s, 1H), 7.06 (s, 4H), 6.88 (s, 1H), 4.16-4.34 (m,... Starting materials: ClC1=NN2C(C(=CC=C2)SC2=CC=C(C=C2)NC(C)=O)=N1 (N-[4-(2-chloro-[1,2,4]triazolo[1,5-a]pyridine-8-ylsulfanyl)-phenyl]acetamide), Example 2d, C(C)(C)(C)OC(=O)N1CCC(CC1)C1=CC=C(C=C1)N (4-(4-amino-phenyl)-piperidine-1-carboxylic acid tert-butyl ester), C1(CCCCC1)P(C1=C(C=CC=C1)C1=C(C=CC=C1)P(C1CCCCC1)C1CCCCC1)C1CCCCC1 (2,2′-bis-dicyclohexylphosphanyl-biphenyl). Yields the product C(C)(C)(C)OC(=O)N1CCC(CC1)C1=CC=C(C=C1)NC1=NN2C(C(=CC=C2)SC2=CC=C(C=C2)NC(C)=O)=N1 (4-{4-[8-(4-Acetylamino-phenylsulfanyl)-[1,2,4]triazolo[1,5-a]pyridine-2-ylamino]-phenyl}-piperidine-1-carboxylic acid tert-butyl ester). RXN SMILES: Cl[C:2]1[N:21]=[C:5]2[C:6]([S:10][C:11]3[CH:16]=[CH:15][C:14]([NH:17][C:18](=[O:20])[CH3:19])=[CH:13][CH:12]=3)=[CH:7][CH:8]=[CH:9][N:4]2[N:3]=1.[C:22]([O:26][C:27]([N:29]1[CH2:34][CH2:33][CH:32]([C:35]2[CH:40]=[CH:39][C:38]([NH2:41])=[CH:37][CH:36]=2)[CH2:31][CH2:30]1)=[O:28])([CH3:25])([CH3:24])[CH3:23].C1(P(C2CCCCC2)C2C=CC=CC=2C2C=CC=CC=2P(C2CCCCC2)C2CCCCC2)CCCCC1>>[C:22]([O:26][C:27]([N:29]1[CH2:34][CH2:33][CH:32]([C:35]2[CH:40]=[CH:39][C:38]([NH:41][C:2]3[N:21]=[C:5]4[C:6]([S:10][C:11]5[CH:16]=[CH:15][C:14]([NH:17][C:18](=[O:20])[CH3:19])=[CH:13][CH:12]=5)=[CH:7][CH:8]=[CH:9][N:4]4[N:3]=3)=[CH:37][CH:36]=2)[CH2:31][CH2:30]1)=[O:28])([CH3:25])([CH3:23])[CH3:24]. Procedure: 4-{4-[8-(4-Acetylamino-phenylsulfanyl)-[1,2,4]triazolo[1,5-a]pyridine-2-ylamino]-phenyl}-piperidine-1-carboxylic acid tert-butyl ester was prepared from N-[4-(2-chloro-[1,2,4]triazolo[1,5-a]pyridine-8-ylsulfanyl)-phenyl]acetamide and 4-(4-amino-phenyl)-piperidine-1-carboxylic acid tert-butyl ester with 2,2′-bis-dicyclohexylphosphanyl-biphenyl as the ligand in a manner analogous to Example 2d (0.023 g, 10%). MP=226-228° C. 1H NMR (400 MHz, (D3C)2SO, δ, ppm): 10.2 (s, 1H), 9.69 (s, 1H), 8.62 (d, 1... The product is O=C(C(=O)[O-])C(C)C1=CC=C(C=C1)CC(C)C.[Na+] (sodium 2-oxo-3-(p-isobutylphenyl)butanoate). Solvent: CO (Methanol). Starting materials: aqueous solution, [OH-].[Na+] (sodium hydroxide), CI (methyl iodide), aqueous solution, [OH-].[Na+] (sodium hydroxide), Cl (hydrochloric acid), C(C(C)C)C1=CC=C(C=C1)CC(C(=O)O)=O (p-isobutylphenylpyruvic acid), O=C(C(=O)O)C(C)C1=CC=C(C=C1)CC(C)C (2-oxo-3-(p-isobutylphenyl)butanoic acid). Procedure: Methanol (25 ml) was added to 2.20 g (10 mmoles) of p-isobutylphenylpyruvic acid to dissolve it completely. With ice cooling, a 3N aqueous solution of sodium hydroxide (7 ml; 21.0 mmoles) was added. Then, 2.0 ml of methyl iodide was added, and the mixture was stirred at room temperature for 13 hours. The reaction mixture was acidified by adding 1N hydrochloric acid and extracted with 90 ml of ether. The ether layer was dried over magnesium sulfate and the ether was evaporated under reduced press... Reaction SMILES: C(C1C=CC(CC(=O)C(O)=O)=CC=1)C(C)C.[OH-].[Na+:18].CI.Cl.[O:22]=[C:23]([CH:27]([C:29]1[CH:34]=[CH:33][C:32]([CH2:35][CH:36]([CH3:38])[CH3:37])=[CH:31][CH:30]=1)[CH3:28])[C:24]([OH:26])=[O:25]>CO>[O:22]=[C:23]([CH:27]([C:29]1[CH:30]=[CH:31][C:32]([CH2:35][CH:36]([CH3:38])[CH3:37])=[CH:33][CH:34]=1)[CH3:28])[C:24]([O-:26])=[O:25].[Na+:18] |f:1.2,7.8|. Reaction conditions: time 13 hour. Yield: 76.0%. Reactants: ClC1=CC=CC=C1 (chlorobenzene), CC(C)(C)[O-].[Na+] (NaOtBu), N1CCCCC1 (piperidine), (Me2CH)PH(O)(Ph). Reagents/catalysts: C=1C=CC(=CC1)/C=C/C(=O)/C=C/C2=CC=CC=C2.C=1C=CC(=CC1)/C=C/C(=O)/C=C/C2=CC=CC=C2.C=1C=CC(=CC1)/C=C/C(=O)/C=C/C2=CC=CC=C2.[Pd].[Pd] (Pd2(dba)3). Solvent: COCCOC (1,2-dimethoxyethane). Run at time 5 hour. The product is C1(=CC=CC=C1)C1CCNCC1 (4-phenylpiperidine). Yield: 10.5%. Reaction SMILES: Cl[C:2]1[CH:7]=[CH:6][CH:5]=[CH:4][CH:3]=1.[NH:8]1[CH2:13][CH2:12][CH2:11][CH2:10][CH2:9]1.CC([O-])(C)C.[Na+]>COCCOC.C1C=CC(/C=C/C(/C=C/C2C=CC=CC=2)=O)=CC=1.C1C=CC(/C=C/C(/C=C/C2C=CC=CC=2)=O)=CC=1.C1C=CC(/C=C/C(/C=C/C2C=CC=CC=2)=O)=CC=1.[Pd].[Pd]>[C:2]1([CH:11]2[CH2:12][CH2:13][NH:8][CH2:9][CH2:10]2)[CH:7]=[CH:6][CH:5]=[CH:4][CH:3]=1 |f:2.3,5.6.7.8.9|. Procedure: The general procedure from Example 1 was followed using chlorobenzene (135 mg, 1.2 mmol) and piperidine (86 mg, 1.0 mmol) with Pd2(dba)3 (20 mg, 0.0218 mmol) and (Me2CH)PH(O)(Ph) from Experiment 1, (7.1 mg, 0.0424 mmol) and NaOtBu (144 mg, 1.5 mmol) in 2.0 mL of 1,2-dimethoxyethane. After 5 h, the reaction mixture was chromatographed with 5% ethyl acetate/hexane to give 17 mg (11% yield) of 4-phenylpiperidine. It was >95% pure by 1H NMR and GC/MS. 1H NMR (500 MHz, CDCl3): δ 7.15 (m, 2H), 6.84 (m... The reactants are BrC1=C(C=CC=C1)C(CCO)NC(C1=C(C=CC=C1F)F)=O (N-[1-(2-bromophenyl)-3-hydroxypropyl]-2,6-difluorobenzamide), S(=O)(Cl)Cl (thionyl chloride). The solvent is C1=CC=CC=C1 (benzene). Reaction conditions: time 30 minute. The product is BrC1=C(C=CC=C1)C(CCCl)NC(C1=C(C=CC=C1F)F)=O (N-[1-(2-bromophenyl)-3-chloropropyl]-2,6-difluorobenzamide). Yield: 96.0%. As a reaction SMILES: [Br:1][C:2]1[CH:7]=[CH:6][CH:5]=[CH:4][C:3]=1[CH:8]([NH:12][C:13](=[O:22])[C:14]1[C:19]([F:20])=[CH:18][CH:17]=[CH:16][C:15]=1[F:21])[CH2:9][CH2:10]O.S(Cl)([Cl:25])=O>C1C=CC=CC=1>[Br:1][C:2]1[CH:7]=[CH:6][CH:5]=[CH:4][C:3]=1[CH:8]([NH:12][C:13](=[O:22])[C:14]1[C:19]([F:20])=[CH:18][CH:17]=[CH:16][C:15]=1[F:21])[CH2:9][CH2:10][Cl:25]. Procedure details: To a solution of 12.9 g of N-[1-(2-bromophenyl)-3-hydroxypropyl]-2,6-difluorobenzamide in 80 ml of benzene under refluxing, was added dropwise 5.0 g of thionyl chloride for 10 minutes and stirring continued for an additional 30 minutes. Aftercooling, the precipitated solid was filtered, washed several times with n-hexane and dried to afford 13.0 g of N-[1-(2-bromophenyl)-3-chloropropyl]-2,6-difluorobenzamide. m.p. 183°-185° C. Reactants: CC(C)(C)OC(=O)N1CC(O)CC1C(=O)O, CC(C)(C)[O-], CS(C)=O, COc1ccc2c(Cl)nc(C)cc2c1, [K+], O=C(O)CC(O)(CC(=O)O)C(=O)O. The product is COc1ccc2c(OC3CC(C(=O)O)N(C(=O)OC(C)(C)C)C3)nc(C)cc2c1. RXN SMILES: [C:1](=[O:2])([O:3][C:4]([CH3:5])([CH3:6])[CH3:7])[N:8]1[CH:9]([C:10](=[O:11])[OH:12])[CH2:13][CH:14]([OH:16])[CH2:15]1.[CH3:17][C:18]([CH3:19])([O-:20])[CH3:21].[CH3:50][S:51]([CH3:52])=[O:53].[Cl:23][c:24]1[n:25][c:26]([CH3:36])[cH:27][c:28]2[cH:29][c:30]([O:34][CH3:35])[cH:31][cH:32][c:33]12.[K+:22].[OH:37][C:38]([CH2:39][C:40]([C:41](=[O:42])[OH:43])([CH2:44][C:45](=[O:46])[OH:47])[OH:48])=[O:49]>>[C:1](=[O:2])([O:3][C:4]([CH3:5])([CH3:6])[CH3:7])[N:8]1[CH:9]([C:10](=[O:11])[OH:12])[CH2:13][CH:14]([O:16][c:24]2[n:25][c:26]([CH3:36])[cH:27][c:28]3[cH:29][c:30]([O:34][CH3:35])[cH:31][cH:32][c:33]23)[CH2:15]1.